This data is from the Open Reaction Database (ORD), a public repository of structured organic reaction records. The task is: describe an organic reaction: reactants, conditions, products, and yield Starting materials: CSc1ncc(OCc2cccnc2)c(=O)[nH]1, CN(C)Cc1nc(CSCCN)cs1, c1ccncc1. Yields the product CN(C)Cc1nc(CSCCNc2ncc(OCc3cccnc3)c(=O)[nH]2)cs1. RXN SMILES: [CH3:15][S:16][c:17]1[n:18][cH:19][c:20]([O:24][CH2:25][c:26]2[cH:27][n:28][cH:29][cH:30][cH:31]2)[c:21](=[O:23])[nH:22]1.[CH3:1][N:2]([CH3:3])[CH2:4][c:5]1[s:6][cH:7][c:8]([CH2:10][S:11][CH2:12][CH2:13][NH2:14])[n:9]1.[cH:32]1[cH:33][cH:34][n:35][cH:36][cH:37]1>>[CH3:1][N:2]([CH3:3])[CH2:4][c:5]1[s:6][cH:7][c:8]([CH2:10][S:11][CH2:12][CH2:13][NH:14][c:17]2[n:18][cH:19][c:20]([O:24][CH2:25][c:26]3[cH:27][n:28][cH:29][cH:30][cH:31]3)[c:21](=[O:23])[nH:22]2)[n:9]1. Product: C(CCCCCCCCCCCC)OCC(O)CO.CCOCC (1-O-tridecyl-glycerol ether). Reactants: OCC(O)CO (glycerol), C(CCCCCCCCCCCC)(=O)OC (methyl tridecylate), dihydrogen. Procedure details: A stirred autoclave was charged, at room temperature, with 67 g (728 mmol) of glycerol, 8.2 g (36 mmol) of methyl tridecylate, 0.82 g (10 wt %) of camphosulfonic acid and 0.74 g (1.0 mol %) of Pd/C at 5%. The autoclave was then pressurized at 50 bar of dihydrogen gas H2, and then it was heated at 140° C. for 24 h, stirring vigorously. After 24 h of reaction, the reaction mixture was brought back to room temperature. The catalyst was then filtered on a MILLIPORE® filter (a membrane filter) (0.45 ... Conditions: temperature 140 celsius. Reagents/catalysts: [Pd] (Pd/C). Reaction SMILES: [OH:1][CH2:2][CH:3]([CH2:5][OH:6])[OH:4].[C:7]([O:21][CH3:22])(=O)[CH2:8][CH2:9][CH2:10][CH2:11][CH2:12][CH2:13][CH2:14][CH2:15][CH2:16][CH2:17][CH2:18][CH3:19]>[Pd]>[CH2:19]([O:1][CH2:2][CH:3]([CH2:5][OH:6])[OH:4])[CH2:18][CH2:17][CH2:16][CH2:15][CH2:14][CH2:13][CH2:12][CH2:11][CH2:10][CH2:9][CH2:8][CH3:7].[CH3:2][CH2:22][O:21][CH2:7][CH3:8] |f:3.4|. Starting materials: C1CCOC1, CC(=CC(=O)O)c1ccc(-c2ccc(F)cc2F)cc1, C=[N+]=[N-]. The product is COC(=O)C=C(C)c1ccc(-c2ccc(F)cc2F)cc1. As a reaction SMILES: [CH2:24]1[O:25][CH2:26][CH2:27][CH2:28]1.[F:1][c:2]1[c:3](-[c:9]2[cH:10][cH:11][c:12]([C:15](=[CH:16][C:17](=[O:18])[OH:19])[CH3:20])[cH:13][cH:14]2)[cH:4][cH:5][c:6]([F:8])[cH:7]1.[N+:21](=[N-:22])=[CH2:23]>>[F:1][c:2]1[c:3](-[c:9]2[cH:10][cH:11][c:12]([C:15](=[CH:16][C:17]([O:18][CH3:23])=[O:19])[CH3:20])[cH:13][cH:14]2)[cH:4][cH:5][c:6]([F:8])[cH:7]1. The reactants are COC1=CC=C(C=C1)COC1=C(C=C(C=C1)CO)[N+](=O)[O-] ([4-({[4-(Methyloxy)phenyl]methyl}oxy)-3-nitrophenyl]methanol), IC (iodomethane), solution, C[Si]([N-][Si](C)(C)C)(C)C.[K+] (potassium hexamethyldisilazide). The solvent is C1CCOC1 (THF), CCOC(=O)C (EtOAc), C1(=CC=CC=C1)C (toluene). Conditions: time 2 hour. Product: COCC1=CC(=C(C=C1)OCC1=CC=C(C=C1)OC)[N+](=O)[O-] (4-[(Methyloxy)methyl]-1-({[4-(methyloxy)phenyl]methyl}oxy)-2-nitrobenzene). RXN SMILES: [CH3:1][O:2][C:3]1[CH:8]=[CH:7][C:6]([CH2:9][O:10][C:11]2[CH:16]=[CH:15][C:14]([CH2:17][OH:18])=[CH:13][C:12]=2[N+:19]([O-:21])=[O:20])=[CH:5][CH:4]=1.IC.[CH3:24][Si](C)(C)[N-][Si](C)(C)C.[K+]>C1COCC1.C1(C)C=CC=CC=1.CCOC(C)=O>[CH3:24][O:18][CH2:17][C:14]1[CH:15]=[CH:16][C:11]([O:10][CH2:9][C:6]2[CH:5]=[CH:4][C:3]([O:2][CH3:1])=[CH:8][CH:7]=2)=[C:12]([N+:19]([O-:21])=[O:20])[CH:13]=1 |f:2.3|. Procedure: To a solution of [4-({[4-(methyloxy)phenyl]methyl}oxy)-3-nitrophenyl]methanol D117 (2.16 g, 7.47 mmol) in THF (100 mL) was added iodomethane (0.700 mL, 11.20 mmol) followed by the portionwise addition of a 0.5M solution of potassium hexamethyldisilazide (22.40 mL, 11.20 mmol) in toluene. After stirring at rt for 2 hr the mixture was diluted with EtOAc (150 mL) and washed with water (2×50 mL) and brine (2×50 mL). The organic phase was dried (MgSO4) filtered and concentrated in vacuo. The residue ... The reactants are BrC1=CC=C(C=C1)N1C(N(C(CC1=O)=O)C1CC1)=O (1-(4-bromo-phenyl)-3-cyclopropyl-pyrimidine-2,4,6-trione), P(=O)(Cl)(Cl)Cl (phosphorus oxychloride), BrC1=CC=C(C=C1)N1C(N(C(=CC1=O)Cl)C1CC1)=O (3-(4-bromo-phenyl)-6-chloro-1-cyclopropyl-1H-pyrimidine-2,4,-dione), ice water. Solvent: O (water). Reaction SMILES: [Br:1][C:2]1[CH:7]=[CH:6][C:5]([N:8]2[C:13](=O)[CH2:12][C:11](=[O:15])[N:10]([CH:16]3[CH2:18][CH2:17]3)[C:9]2=[O:19])=[CH:4][CH:3]=1.P(Cl)(Cl)([Cl:22])=O.BrC1C=CC(N2C(=O)C=C(Cl)N(C3CC3)C2=O)=CC=1>O>[Br:1][C:2]1[CH:7]=[CH:6][C:5]([N:8]2[C:13]([Cl:22])=[CH:12][C:11](=[O:15])[N:10]([CH:16]3[CH2:18][CH2:17]3)[C:9]2=[O:19])=[CH:4][CH:3]=1. Yield: 93.0%. Yields the product BrC1=CC=C(C=C1)N1C(N(C(C=C1Cl)=O)C1CC1)=O (1-(4-bromo-phenyl)-6-chloro-3-cyclopropyl-1H-pyrimidine-2,4-dione). Reported procedure: To 1-(4-bromo-phenyl)-3-cyclopropyl-pyrimidine-2,4,6-trione 32 (11.8 g) obtained in Step 2 was added water (1.31 ml) and phosphorus oxychloride (17.0 ml) was added dropwise with stirring at room temperature. After the completion of the dropwise addition, the mixture was stirred at 110° C. for 3 hrs. After allowing to cool to room temperature, the reaction mixture was added to ice water by small portions and the mixture was stirred. The mixture was stirred at room temperature and extracted with c... Reactants: [BH4-], CO, Cc1c(C=O)c2c(c(C)c1NC(=O)CC(C)(C)C)C(c1ccc(C(C)C)cc1)CO2, [Na+]. RXN SMILES: [BH4-:31].[CH3:33][OH:34].[CH:1](=[O:2])[c:3]1[c:4]([CH3:30])[c:5]([NH:22][C:23]([CH2:24][C:25]([CH3:26])([CH3:27])[CH3:28])=[O:29])[c:6]([CH3:21])[c:7]2[c:11]1[O:10][CH2:9][CH:8]2[c:12]1[cH:13][cH:14][c:15]([CH:18]([CH3:19])[CH3:20])[cH:16][cH:17]1.[Na+:32]>>[CH2:1]([OH:2])[c:3]1[c:4]([CH3:30])[c:5]([NH:22][C:23]([CH2:24][C:25]([CH3:26])([CH3:27])[CH3:28])=[O:29])[c:6]([CH3:21])[c:7]2[c:11]1[O:10][CH2:9][CH:8]2[c:12]1[cH:13][cH:14][c:15]([CH:18]([CH3:19])[CH3:20])[cH:16][cH:17]1. Product: Cc1c(CO)c2c(c(C)c1NC(=O)CC(C)(C)C)C(c1ccc(C(C)C)cc1)CO2. Reactants: O=C1CCC(=O)N1Br, ClCCl, O=C(O)C(CC1CCCC1)c1ccc(-c2ccncc2)cc1, Nc1nccs1, c1ccc(P(c2ccccc2)c2ccccc2)cc1. The product is O=C(Nc1nccs1)C(CC1CCCC1)c1ccc(-c2ccncc2)cc1. RXN SMILES: [Br:20][N:21]1[C:22](=[O:23])[CH2:24][CH2:25][C:26]1=[O:27].[CH2:56]([Cl:57])[Cl:58].[CH:28]1([CH2:33][CH:34]([C:35](=[O:36])[OH:37])[c:38]2[cH:39][cH:40][c:41](-[c:44]3[cH:45][cH:46][n:47][cH:48][cH:49]3)[cH:42][cH:43]2)[CH2:29][CH2:30][CH2:31][CH2:32]1.[NH2:50][c:51]1[s:52][cH:53][cH:54][n:55]1.[c:1]1([P:2]([c:3]2[cH:4][cH:5][cH:6][cH:7][cH:8]2)[c:9]2[cH:10][cH:11][cH:12][cH:13][cH:14]2)[cH:15][cH:16][cH:17][cH:18][cH:19]1>>[CH:28]1([CH2:33][CH:34]([C:35](=[O:36])[NH:50][c:51]2[s:52][cH:53][cH:54][n:55]2)[c:38]2[cH:39][cH:40][c:41](-[c:44]3[cH:45][cH:46][n:47][cH:48][cH:49]3)[cH:42][cH:43]2)[CH2:29][CH2:30][CH2:31][CH2:32]1. Reactants: FC1=C(C=C(C(=C1)F)F)C(CC(=O)OCC)=O (2,4,5-trifluoro-β-oxo-benzenepropanoic acid, ethyl ester), C(C)OC(OCC)OCC (triethoxymethane), C(C)(=O)OC(C)=O (acetic anhydride). Run at temperature 115 celsius. Yields the product C(C)OC=C(C(=O)OCC)C(C1=C(C=C(C(=C1)F)F)F)=O (α-(ethoxymethylene)-2,4,5-trifluoro-β-oxobenzenepropanoic acid, ethyl ester). RXN SMILES: [F:1][C:2]1[CH:7]=[C:6]([F:8])[C:5]([F:9])=[CH:4][C:3]=1[C:10](=[O:17])[CH2:11][C:12]([O:14][CH2:15][CH3:16])=[O:13].[CH2:18]([O:20][CH:21](OCC)OCC)[CH3:19].C(OC(=O)C)(=O)C>>[CH2:18]([O:20][CH:21]=[C:11]([C:10](=[O:17])[C:3]1[CH:4]=[C:5]([F:9])[C:6]([F:8])=[CH:7][C:2]=1[F:1])[C:12]([O:14][CH2:15][CH3:16])=[O:13])[CH3:19]. Procedure: A solution of 7.88 g of 2,4,5-trifluoro-β-oxo-benzenepropanoic acid, ethyl ester, 8.15 ml of 98% triethoxymethane and 7.5 ml of acetic anhydride in a 50 ml of flask was connected through a short distillation head to a 160 mm vacuum source and heated at 115° C. for 3 hours. The solution was then evaporated in vacuo at 45° C. giving 9.67 g of α-(ethoxymethylene)-2,4,5-trifluoro-β-oxobenzenepropanoic acid, ethyl ester as a yellow oil. Reactants: resultant solution, ClC1=C(C=C(C=C1)[N+](=O)[O-])[N+](=O)[O-] (1-Chloro-2,4-dinitrobenzene), N1=CC=CC=C1 (pyridine), C (charcoal), resultant solution. Run in C(C)O (ethanol). Run at temperature 30 celsius. The product is [Cl-].[N+](=O)([O-])C1=C(C=CC(=C1)[N+](=O)[O-])[N+]1=CC=CC=C1 (N-(2,4-dinitrophenyl)pyridinium chloride). Yield: 70.0%. RXN SMILES: [Cl:1][C:2]1[CH:7]=[CH:6][C:5]([N+:8]([O-:10])=[O:9])=[CH:4][C:3]=1[N+:11]([O-:13])=[O:12].[N:14]1[CH:19]=[CH:18][CH:17]=[CH:16][CH:15]=1.C>C(O)C>[Cl-:1].[N+:11]([C:3]1[CH:4]=[C:5]([N+:8]([O-:10])=[O:9])[CH:6]=[CH:7][C:2]=1[N+:14]1[CH:19]=[CH:18][CH:17]=[CH:16][CH:15]=1)([O-:13])=[O:12] |f:4.5|. Procedure: 1-Chloro-2,4-dinitrobenzene (10 g, 49.4 mmol) and pyridine (40 ml, 495 mmol) were mixed in a 100 ml round-bottom flask; the resultant solution turned orange and became very cold. The flask was then warmed to 30° C, by which time the solution was dark brown, and the solution was left to react overnight. The resulting solid was broken up, washed with ether and collected on a fritted glass funnel to yield 12.3 g of a pale pink, semicrystalline solid. This solid was dissolved in 120 ml of hot ethano... Reactants: FC1=C(C=CC=C1)C1C(CC(N1C(CNC(=O)NC1=CC(=CC=C1)CC(=O)OC)=O)C(N(C1=CC=CC=C1)C)=O)C(=O)OC (methyl (2RS,4RS,5SR)-5-(2-fluorophenyl)-1-{2-[3-(3-(methoxycarbonylmethyl)phenyl)ureido]acetyl}-2-(methylphenylcarbamoyl)pyrrolidine-4-carboxylate), [OH-].[K+] (potassium hydroxide). Solvent: O (water), CO (methanol). Product: FC1=C(C=CC=C1)C1C(CC(N1C(CNC(=O)NC1=CC(=CC=C1)CC(=O)O)=O)C(N(C1=CC=CC=C1)C)=O)C(=O)O ((2RS,4SR,5SR)-5-(2-fluorophenyl)-1-{2-[3-(3-(carboxymethyl)phenyl)ureido]acetyl}-2-(methylphenylcarbamoyl)pyrrolidine-4-carboxylic acid). The yield is 47.7%. RXN SMILES: [F:1][C:2]1[CH:7]=[CH:6][CH:5]=[CH:4][C:3]=1[CH:8]1[N:12]([C:13](=[O:30])[CH2:14][NH:15][C:16]([NH:18][C:19]2[CH:24]=[CH:23][CH:22]=[C:21]([CH2:25][C:26]([O:28]C)=[O:27])[CH:20]=2)=[O:17])[CH:11]([C:31](=[O:40])[N:32]([CH3:39])[C:33]2[CH:38]=[CH:37][CH:36]=[CH:35][CH:34]=2)[CH2:10][CH:9]1[C:41]([O:43]C)=[O:42].[OH-].[K+]>O.CO>[F:1][C:2]1[CH:7]=[CH:6][CH:5]=[CH:4][C:3]=1[CH:8]1[N:12]([C:13](=[O:30])[CH2:14][NH:15][C:16]([NH:18][C:19]2[CH:24]=[CH:23][CH:22]=[C:21]([CH2:25][C:26]([OH:28])=[O:27])[CH:20]=2)=[O:17])[CH:11]([C:31](=[O:40])[N:32]([CH3:39])[C:33]2[CH:38]=[CH:37][CH:36]=[CH:35][CH:34]=2)[CH2:10][CH:9]1[C:41]([OH:43])=[O:42] |f:1.2|. Procedure details: A The reaction is carried out in a way analogous to that described in Example 3, but from 1.1 g of methyl (2RS,4RS,5SR)-5-(2-fluorophenyl)-1-{2-[3-(3-(methoxycarbonylmethyl)phenyl)ureido]acetyl}-2-(methylphenylcarbamoyl)pyrrolidine-4-carboxylate and 0.21 g of potassium hydroxide in a mixture of 20 cm3 of distilled water and 40 cm3 of methanol. After treatment, there is obtained 0.5 g of (2RS,4SR,5SR)-5-(2-fluorophenyl)-1-{2-[3-(3-(carboxymethyl)phenyl)ureido]acetyl}-2-(methylphenylcarbamoyl)pyrr...